Dataset: the Open Reaction Database (ORD), a public repository of structured organic reaction records. Task: describe an organic reaction: reactants, conditions, products, and yield Reactants: CSc1ccccc1N=C=O, CC(C)C(=O)Nc1cccc(C2CCN(CCCN)CC2)c1. Yields the product CSc1ccccc1NC(=O)NCCCN1CCC(c2cccc(NC(=O)C(C)C)c2)CC1. As a reaction SMILES: [N:1](=[C:2]=[O:3])[c:4]1[c:5]([S:10][CH3:11])[cH:6][cH:7][cH:8][cH:9]1.[NH2:12][CH2:13][CH2:14][CH2:15][N:16]1[CH2:17][CH2:18][CH:19]([c:22]2[cH:23][c:24]([NH:28][C:29]([CH:30]([CH3:31])[CH3:32])=[O:33])[cH:25][cH:26][cH:27]2)[CH2:20][CH2:21]1>>[NH:1]([C:2](=[O:3])[NH:12][CH2:13][CH2:14][CH2:15][N:16]1[CH2:17][CH2:18][CH:19]([c:22]2[cH:23][c:24]([NH:28][C:29]([CH:30]([CH3:31])[CH3:32])=[O:33])[cH:25][cH:26][cH:27]2)[CH2:20][CH2:21]1)[c:4]1[c:5]([S:10][CH3:11])[cH:6][cH:7][cH:8][cH:9]1. The reactants are Clc1nc(N2CCOCC2)c2cccc(Br)c2n1, OB(O)c1ccc(F)nc1, [Na+], [Na+], O=C([O-])[O-], CN(C)C=O, O, Cl[Pd]Cl, c1ccc(P(c2ccccc2)c2ccccc2)cc1, c1ccc(P(c2ccccc2)c2ccccc2)cc1. Yields the product Fc1ccc(-c2cccc3c(N4CCOCC4)nc(Cl)nc23)cn1. RXN SMILES: [Br:1][c:2]1[cH:3][cH:4][cH:5][c:6]2[c:7]([N:13]3[CH2:14][CH2:15][O:16][CH2:17][CH2:18]3)[n:8][c:9]([Cl:12])[n:10][c:11]12.[F:19][c:20]1[n:21][cH:22][c:23]([B:26]([OH:27])[OH:28])[cH:24][cH:25]1.[Na+:29].[Na+:30].[O-:31][C:32](=[O:33])[O-:34].[O:35]=[CH:36][N:37]([CH3:38])[CH3:39].[OH2:81].[Pd:40]([Cl:41])[Cl:42].[c:43]1([P:44]([c:45]2[cH:46][cH:47][cH:48][cH:49][cH:50]2)[c:51]2[cH:52][cH:53][cH:54][cH:55][cH:56]2)[cH:57][cH:58][cH:59][cH:60][cH:61]1.[c:62]1([P:63]([c:64]2[cH:65][cH:66][cH:67][cH:68][cH:69]2)[c:70]2[cH:71][cH:72][cH:73][cH:74][cH:75]2)[cH:76][cH:77][cH:78][cH:79][cH:80]1>>[c:2]1(-[c:23]2[cH:22][n:21][c:20]([F:19])[cH:25][cH:24]2)[cH:3][cH:4][cH:5][c:6]2[c:7]([N:13]3[CH2:14][CH2:15][O:16][CH2:17][CH2:18]3)[n:8][c:9]([Cl:12])[n:10][c:11]12. Reactants: CC(C)(C)OC(=O)n1nc(C2(C)CC2)cc1N, O=C(Cl)Oc1ccccc1, ClCCl, Cc1cccc(C)n1. The product is CC(C)(C)OC(=O)n1nc(C2(C)CC2)cc1NC(=O)Oc1ccccc1. Reaction SMILES: [C:1]([CH3:2])([CH3:3])([CH3:4])[O:5][C:6](=[O:7])[n:8]1[n:9][c:10]([C:14]2([CH3:17])[CH2:15][CH2:16]2)[cH:11][c:12]1[NH2:13].[Cl:18][C:19](=[O:20])[O:21][c:22]1[cH:23][cH:24][cH:25][cH:26][cH:27]1.[Cl:36][CH2:37][Cl:38].[n:28]1[c:29]([CH3:30])[cH:31][cH:32][cH:33][c:34]1[CH3:35]>>[C:1]([CH3:2])([CH3:3])([CH3:4])[O:5][C:6](=[O:7])[n:8]1[n:9][c:10]([C:14]2([CH3:17])[CH2:15][CH2:16]2)[cH:11][c:12]1[NH:13][C:19](=[O:20])[O:21][c:22]1[cH:23][cH:24][cH:25][cH:26][cH:27]1. Reactants: BrC1=CN=C2N1C=CC(=C2F)C(C)(C)O (2-(3-Bromo-8-fluoroimidazo[1,2-α]pyridin-7-yl)propan-2-ol), FC1=C(C=C(C=C1)C=1C(=CC=CC1)C#N)B1OC(C(O1)(C)C)(C)C (4′-fluoro-3′-(4,4,5,5-tetramethyl-[1,3,2]dioxaborolan-2-yl)-biphenyl-2-carbonitrile). Yields the product FC1=C(C=C(C=C1)C=1C(=CC=CC1)C#N)C1=CN=C2N1C=CC(=C2F)C(C)(C)O (4′-fluoro-3′-[8-fluoro-7-(1-hydroxy-1-methylethyl)imidazo[1,2-α]pyridin-3-yl]biphenyl-2-carbonitrile). Isolated yield 56.0%. RXN SMILES: Br[C:2]1[N:6]2[CH:7]=[CH:8][C:9]([C:12]([OH:15])([CH3:14])[CH3:13])=[C:10]([F:11])[C:5]2=[N:4][CH:3]=1.[F:16][C:17]1[CH:22]=[CH:21][C:20]([C:23]2[C:24]([C:29]#[N:30])=[CH:25][CH:26]=[CH:27][CH:28]=2)=[CH:19][C:18]=1B1OC(C)(C)C(C)(C)O1>>[F:16][C:17]1[CH:18]=[CH:19][C:20]([C:23]2[C:24]([C:29]#[N:30])=[CH:25][CH:26]=[CH:27][CH:28]=2)=[CH:21][C:22]=1[C:2]1[N:6]2[CH:7]=[CH:8][C:9]([C:12]([OH:15])([CH3:14])[CH3:13])=[C:10]([F:11])[C:5]2=[N:4][CH:3]=1. Reported procedure: 2-(3-Bromo-8-fluoroimidazo[1,2-α]pyridin-7-yl)propan-2-ol was coupled to 4′-fluoro-3′-(4,4,5,5-tetramethyl-[1,3,2]dioxaborolan-2-yl)-biphenyl-2-carbonitrile (prepared as described in WO 02/074773) as described in Example 1 to give 4′-fluoro-3′-[8-fluoro-7-(1-hydroxy-1-methylethyl)imidazo[1,2-α]pyridin-3-yl]biphenyl-2-carbonitrile as an off-white solid (217 mg, 56%): δH (360 MHz, CDCl3) 1.74 (6H, s), 2.15 (1H, s), 7.22 (1H, t, J 7), 7.40 (1H, t, J 9), 7.48-7.73 (5H, m), 7.79-7.81 (2H, m), 8.06 (1... Reactants: C1(=CC=CC=C1)C(C#N)CCCC (2-phenylhexanenitrile), crude product, [H-].[Na+] (sodium hydride), ClC(=C)CCl (2,3-dichloro-1-propene). Solvent: CN(C=O)C (dimethylformamide), CN(C=O)C (dimethylformamide). Reaction conditions: temperature 20 celsius, time 1.5 hour. Product: C(CCC)C(C#N)(CC(=C)Cl)C1=CC=CC=C1 (2-butyl-4-chloro-2-phenyl-4-pentenenitrile). RXN SMILES: [C:1]1([CH:7]([CH2:10][CH2:11][CH2:12][CH3:13])[C:8]#[N:9])[CH:6]=[CH:5][CH:4]=[CH:3][CH:2]=1.[H-].[Na+].[Cl:16][C:17]([CH2:19]Cl)=[CH2:18]>CN(C)C=O>[CH2:10]([C:7]([C:1]1[CH:6]=[CH:5][CH:4]=[CH:3][CH:2]=1)([CH2:19][C:17]([Cl:16])=[CH2:18])[C:8]#[N:9])[CH2:11][CH2:12][CH3:13] |f:1.2|. Procedure details: A 7.62 g. portion of 2-phenylhexanenitrile and 2.11 g. of 50% sodium hydride were combined in 30 ml. of dry dimethylformamide, and the mixture was stirred for 1.5 hours at 50°-55° C. The mixture was then cooled to 20° C. and 4.88 g. of 2,3-dichloro-1-propene was added dropwise, followed by an additional 10 ml. of dry dimethylformamide. The reaction mixture warmed spontaneously to about 35° C., and it was warmed to 55° C. after the addition and was stirred at that temperature for 1.5 hours. The m... The reactants are N#CC1CCCN1C(=O)OCc1ccccc1, CCO, CCOCC. Yields the product CCOC(=N)C1CCCN1C(=O)OCc1ccccc1. As a reaction SMILES: [CH2:1]([c:2]1[cH:3][cH:4][cH:5][cH:6][cH:7]1)[O:8][C:9](=[O:10])[N:11]1[CH:12]([C:16]#[N:17])[CH2:13][CH2:14][CH2:15]1.[CH3:18][CH2:19][OH:20].[CH3:21][CH2:22][O:23][CH2:24][CH3:25]>>[CH2:1]([c:2]1[cH:3][cH:4][cH:5][cH:6][cH:7]1)[O:8][C:9](=[O:10])[N:11]1[CH:12]([C:16](=[NH:17])[O:20][CH2:19][CH3:18])[CH2:13][CH2:14][CH2:15]1. Reactants: Cl (HCl), ClC1=C(C=CC(=C1)C(F)(F)F)NC(C(=O)N)C(C)C (2-(2-chloro-4-trifluoromethylphenylamino)-3-methylbutyramide), C([O-])(O)=O.[Na+] (sodium bicarbonate). The solvent is CO (methanol). Product: ClC1=C(C=CC(=C1)C(F)(F)F)NC(C(=O)OC)C(C)C (methyl 2-(2-chloro-4-trifluoromethylphenylamino)-3-methylbutanoate). RXN SMILES: [Cl:1][C:2]1[CH:7]=[C:6]([C:8]([F:11])([F:10])[F:9])[CH:5]=[CH:4][C:3]=1[NH:12][CH:13]([CH:17]([CH3:19])[CH3:18])[C:14](N)=[O:15].Cl.[C:21](=O)(O)[O-:22].[Na+]>CO>[Cl:1][C:2]1[CH:7]=[C:6]([C:8]([F:11])([F:10])[F:9])[CH:5]=[CH:4][C:3]=1[NH:12][CH:13]([CH:17]([CH3:19])[CH3:18])[C:14]([O:22][CH3:21])=[O:15] |f:2.3|. Procedure: A mixture of 2-(2-chloro-4-trifluoromethylphenylamino)-3-methylbutyramide (1 mmol) and 4 ml of methanol, saturated with HCl gas, is heated at 75° for about 40 hours. The mixture is cooled, poured into saturated aqueous sodium bicarbonate and extracted with ether. The combined ether extracts are dried over sodium sulfate and solvent removed in vacuo to yield methyl 2-(2-chloro-4-trifluoromethylphenylamino)-3-methylbutanoate, which can be further purified by prep. thin layer chromatography. The reactants are CC(C)(C)[O-], CN(C)C=O, O=[N+]([O-])c1cc2c(Nc3ccc(F)c(Cl)c3)ncnc2cc1F, Cl, [K+], O, OC1CCOC1. Yields the product O=[N+]([O-])c1cc2c(Nc3ccc(F)c(Cl)c3)ncnc2cc1OC1CCOC1. Reaction SMILES: [CH3:1][C:2]([CH3:3])([O-:4])[CH3:5].[CH3:37][N:38]([CH3:39])[CH:40]=[O:41].[Cl:13][c:14]1[cH:15][c:16]([NH:21][c:22]2[n:23][cH:24][n:25][c:26]3[cH:27][c:28]([F:35])[c:29]([N+:32](=[O:33])[O-:34])[cH:30][c:31]23)[cH:17][cH:18][c:19]1[F:20].[ClH:36].[K+:6].[OH2:42].[OH:7][CH:8]1[CH2:9][O:10][CH2:11][CH2:12]1>>[O:7]([CH:8]1[CH2:9][O:10][CH2:11][CH2:12]1)[c:28]1[cH:27][c:26]2[n:25][cH:24][n:23][c:22]([NH:21][c:16]3[cH:15][c:14]([Cl:13])[c:19]([F:20])[cH:18][cH:17]3)[c:31]2[cH:30][c:29]1[N+:32](=[O:33])[O-:34]. Reactants: BrC1=C(C=C(C=2NC3=CC(=CC=C3C12)C(C)(C)O)C(=O)N)Cl (4-bromo-3-chloro-7-(2-hydroxypropan-2-yl)-9H-carbazole-1-carboxamide), BrC1=C(C=C(C=2NC3=CC(=CC=C3C12)C(C)(C)O)C(=O)N)Cl (4-bromo-3-chloro-7-(2-hydroxypropan-2-yl)-9H-carbazole-1-carboxamide), ClC1=CC=CN2C(N(C(C=C21)=O)C2=C(C(=CC=C2)B2OC(C(O2)(C)C)(C)C)C)=O (racemic 5-chloro-2-(2-methyl-3-(4,4,5,5-tetramethyl-1,3,2-dioxaborolan-2-yl)phenyl)-1H-pyrido[1,2-c]pyrimidine-1,3(2H)-dione), ClC1=CC=CN2C(N(C(C=C21)=O)C2=C(C(=CC=C2)B2OC(C(O2)(C)C)(C)C)C)=O (racemic 5-chloro-2-(2-methyl-3-(4,4,5,5-tetramethyl-1,3,2-dioxaborolan-2-yl)phenyl)-1H-pyrido[1,2-c]pyrimidine-1,3(2H)-dione), C(=O)([O-])[O-].[Cs+].[Cs+] (Cs2CO3). Product: ClC=1C=C(C=2NC3=CC(=CC=C3C2C1C1=C(C(=CC=C1)N1C(N2C(=CC1=O)C(=CC=C2)Cl)=O)C)C(C)(C)O)C(=O)N (3-chloro-4-(3-(5-chloro-1,3-dioxo-1H-pyrido[1,2-c]pyrimidin-2(3H)-yl)-2-methylphenyl)-7-(2-hydroxypropan-2-yl)-9H-carbazole-1-carboxamide). Reported procedure: A mixture of 4-bromo-3-chloro-7-(2-hydroxypropan-2-yl)-9H-carbazole-1-carboxamide [Intermediate 3] (1.11 g, 2.91 mmol), 5-chloro-2-(2-methyl-3-(4,4,5,5-tetramethyl-1,3,2-dioxaborolan-2-yl)phenyl)-1H-pyrido[1,2-c]pyrimidine-1,3(2H)-dione [Intermediate 33] (1.00 g, 2.42 mmol) and Cs2CO3 (1.58 g, 4.85 mmol) in THF (8 mL) and water (2 mL) was bubbled with argon for three min. The mixture was treated with PdCl2(dppf) DCM adduct (0.099 g, 0.121 mmol) and heated at 60° C. overnight. The cooled mixture ... Conditions: temperature 60 celsius. RXN SMILES: Br[C:2]1[C:14]2[C:13]3[C:8](=[CH:9][C:10]([C:15]([OH:18])([CH3:17])[CH3:16])=[CH:11][CH:12]=3)[NH:7][C:6]=2[C:5]([C:19]([NH2:21])=[O:20])=[CH:4][C:3]=1[Cl:22].[Cl:23][C:24]1[C:33]2[N:28]([C:29](=[O:51])[N:30]([C:35]3[CH:40]=[CH:39][CH:38]=[C:37](B4OC(C)(C)C(C)(C)O4)[C:36]=3[CH3:50])[C:31](=[O:34])[CH:32]=2)[CH:27]=[CH:26][CH:25]=1.C([O-])([O-])=O.[Cs+].[Cs+]>C1COCC1.O.CCOC(C)=O.C1C=CC(P(C2C=CC=CC=2)[C-]2C=CC=C2)=CC=1.C1C=CC(P(C2C=CC=CC=2)[C-]2C=CC=C2)=CC=1.Cl[Pd]Cl.[Fe+2].C(Cl)Cl>[Cl:22][C:3]1[CH:4]=[C:5]([C:19]([NH2:21])=[O:20])[C:6]2[NH:7][C:8]3[C:13]([C:14]=2[C:2]=1[C:37]1[CH:38]=[CH:39][CH:40]=[C:35]([N:30]2[C:31](=[O:34])[CH:32]=[C:33]4[C:24]([Cl:23])=[CH:25][CH:26]=[CH:27][N:28]4[C:29]2=[O:51])[C:36]=1[CH3:50])=[CH:12][CH:11]=[C:10]([C:15]([OH:18])([CH3:17])[CH3:16])[CH:9]=3 |f:2.3.4,8.9.10.11.12|. Run in CCOC(=O)C (EtOAc), C1CCOC1 (THF), O (water). The yield is 69.8%. The reagents and catalysts are C1=CC=C(C=C1)P([C-]2C=CC=C2)C3=CC=CC=C3.C1=CC=C(C=C1)P([C-]2C=CC=C2)C3=CC=CC=C3.Cl[Pd]Cl.[Fe+2].C(Cl)Cl (PdCl2(dppf) DCM). RXN SMILES: [CH2:37]1[O:38][CH2:39][CH2:40][CH2:41]1.[CH3:1][O:2][C:3]([CH2:4][S:5][c:6]1[c:7]([CH3:32])[cH:8][c:9]([O:12][CH2:13][CH2:14][N:15]([CH2:16][CH2:17][CH3:18])[S:19](=[O:20])(=[O:21])[c:22]2[cH:23][cH:24][c:25]([C:28]([CH3:29])([CH3:30])[CH3:31])[cH:26][cH:27]2)[cH:10][cH:11]1)=[O:33].[ClH:36].[Li+:35].[OH-:34].[OH2:42]>>[O:2]=[C:3]([CH2:4][S:5][c:6]1[c:7]([CH3:32])[cH:8][c:9]([O:12][CH2:13][CH2:14][N:15]([CH2:16][CH2:17][CH3:18])[S:19](=[O:20])(=[O:21])[c:22]2[cH:23][cH:24][c:25]([C:28]([CH3:29])([CH3:30])[CH3:31])[cH:26][cH:27]2)[cH:10][cH:11]1)[OH:33]. Yields the product CCCN(CCOc1ccc(SCC(=O)O)c(C)c1)S(=O)(=O)c1ccc(C(C)(C)C)cc1. Starting materials: C1CCOC1, CCCN(CCOc1ccc(SCC(=O)OC)c(C)c1)S(=O)(=O)c1ccc(C(C)(C)C)cc1, Cl, [Li+], [OH-], O.